Dataset: the Open Reaction Database (ORD), a public repository of structured organic reaction records. Task: describe an organic reaction: reactants, conditions, products, and yield Conditions: time 30 minute. Starting materials: CCOCC (ether), C(C)(C)(C)C1N(CC[C@H]1OC)C(=O)[O-] (tert-butyl-(3R)-3-methoxypyrrolidin-1-yl carboxylate), [N+](=O)([O-])C1=CC=C(CBr)C=C1 (4-nitrobenzylbromide). The solvent is Cl (hydrogen chloride). RXN SMILES: C([CH:5]1[C@H:9]([O:10][CH3:11])[CH2:8][CH2:7][N:6]1[C:12]([O-])=O)(C)(C)C.CCOCC.[N+:20]([C:23]1[CH:30]=[CH:29][C:26](CBr)=[CH:25][CH:24]=1)([O-:22])=[O:21]>Cl>[CH3:11][O:10][CH:9]1[CH2:8][CH2:7][N:6]([CH2:12][C:26]2[CH:29]=[CH:30][C:23]([N+:20]([O-:22])=[O:21])=[CH:24][CH:25]=2)[CH2:5]1. Product: COC1CN(CC1)CC1=CC=C(C=C1)[N+](=O)[O-] (3-Methoxy-1-(4-nitrobenzyl)-pyrrolidine). Procedure details: An amount of 1.8 g (9.02 mmol) of tert-butyl-(3R)-3-methoxypyrrolidin-1-yl carboxylate is stirred in concentrated hydrogen chloride (10 mL) for two hours. Anhydrous ether (100 mL) is added and stirred for additional 30 minutes. The ether is decanted and this is repeated three times. The mixture is neutralized with excess triethylamine and after evaporating to dryness, the mixture is re-dissolved in methylene chloride (100 mL) and 1.5 g (6.94 mmol) of 4-nitrobenzylbromide is added and refluxed fo... Isolated yield 67.1%. Reactants: ClCCl, CCN(C(C)C)C(C)C, CC1=C(C(=O)O)C(c2ccc(F)c(F)c2)NC(=O)N1, Nc1ccc2[nH]nc(Nc3cccc(F)c3)c2c1. Yields the product CC1=C(C(=O)Nc2ccc3[nH]nc(Nc4cccc(F)c4)c3c2)C(c2ccc(F)c(F)c2)NC(=O)N1. As a reaction SMILES: [CH2:47]([Cl:48])[Cl:49].[CH:38]([N:39]([CH:40]([CH3:41])[CH3:42])[CH2:43][CH3:44])([CH3:45])[CH3:46].[F:1][c:2]1[cH:3][c:4]([CH:9]2[NH:10][C:11](=[O:19])[NH:12][C:13]([CH3:18])=[C:14]2[C:15](=[O:16])[OH:17])[cH:5][cH:6][c:7]1[F:8].[F:20][c:21]1[cH:22][c:23]([NH:27][c:28]2[n:29][nH:30][c:31]3[cH:32][cH:33][c:34]([NH2:37])[cH:35][c:36]23)[cH:24][cH:25][cH:26]1>>[F:1][c:2]1[cH:3][c:4]([CH:9]2[NH:10][C:11](=[O:19])[NH:12][C:13]([CH3:18])=[C:14]2[C:15](=[O:17])[NH:37][c:34]2[cH:33][cH:32][c:31]3[nH:30][n:29][c:28]([NH:27][c:23]4[cH:22][c:21]([F:20])[cH:26][cH:25][cH:24]4)[c:36]3[cH:35]2)[cH:5][cH:6][c:7]1[F:8]. Reactants: BrCCN1C(C2(N(C(C=3NC4=CC=C(C=C4C3C2)OC)C2=CC(=CC=C2)O)C1=O)C)=O ((3aSR,10RS)-2-(2-Bromoethyl)-10-(3-hydroxy-phenyl)-6-methoxy-3a-methyl-3a,4,9,10-tetrahydro-2,9,10a-triaza-cyclopenta[b]-fluorene-1,3-dione), C(C)NC (N-ethyl methyl amine). Product: C(C)N(CCN1C(C2(N(C(C=3NC4=CC=C(C=C4C3C2)OC)C2=CC(=CC=C2)O)C1=O)C)=O)C ((3aSR,10RS)-2-[2-(Ethyl-methyl-amino)-ethyl]-10-(3-hydroxy-phenyl)-6-methoxy-3a-methyl-3a,4,9,10-tetrahydro-2,9,10a-triaza-cyclopenta[b]fluorene-1,3-dione). Reaction SMILES: Br[CH2:2][CH2:3][N:4]1[C:28](=[O:29])[N:7]2[CH:8]([C:21]3[CH:26]=[CH:25][CH:24]=[C:23]([OH:27])[CH:22]=3)[C:9]3[NH:10][C:11]4[C:16]([C:17]=3[CH2:18][C:6]2([CH3:30])[C:5]1=[O:31])=[CH:15][C:14]([O:19][CH3:20])=[CH:13][CH:12]=4.[CH2:32]([NH:34][CH3:35])[CH3:33]>>[CH2:32]([N:34]([CH3:35])[CH2:2][CH2:3][N:4]1[C:28](=[O:29])[N:7]2[CH:8]([C:21]3[CH:26]=[CH:25][CH:24]=[C:23]([OH:27])[CH:22]=3)[C:9]3[NH:10][C:11]4[C:16]([C:17]=3[CH2:18][C:6]2([CH3:30])[C:5]1=[O:31])=[CH:15][C:14]([O:19][CH3:20])=[CH:13][CH:12]=4)[CH3:33]. Reported procedure: The title compound is prepared similarly as described for example 30 using (3aSR,10RS)-2-(2-Bromoethyl)-10-(3-hydroxy-phenyl)-6-methoxy-3a-methyl-3a,4,9,10-tetrahydro-2,9,10a-triaza-cyclopenta[b]-fluorene-1,3-dione (example 24) and N-ethyl methyl amine as starting materials. MS: m/z (MH+)=463.2 Reactants: CC#CCO, CC(C)(C)[O-], O=C(O)c1cnc(Cl)cn1, Cl, [K+], CN(C)C=O. Yields the product CC#CCOc1cnc(C(=O)O)cn1. RXN SMILES: [CH2:11]([C:12]#[C:13][CH3:14])[OH:15].[CH3:16][C:17]([CH3:18])([O-:19])[CH3:20].[Cl:1][c:2]1[n:3][cH:4][c:5]([C:8](=[O:9])[OH:10])[n:6][cH:7]1.[ClH:22].[K+:21].[O:23]=[CH:24][N:25]([CH3:26])[CH3:27]>>[c:2]1([O:15][CH2:11][C:12]#[C:13][CH3:14])[n:3][cH:4][c:5]([C:8](=[O:9])[OH:10])[n:6][cH:7]1. The reactants are CC(=O)Cl, CC1(C)SC(c2ccccc2)NC1C(=O)O, O=S(=O)(O)O, c1ccncc1. Yields the product CC(=O)N1C(c2ccccc2)SC(C)(C)C1C(=O)O. Reaction SMILES: [CH3:17][C:18]([Cl:19])=[O:20].[CH3:1][C:2]1([CH3:16])[CH:3]([C:13](=[O:14])[OH:15])[NH:4][CH:5]([c:7]2[cH:8][cH:9][cH:10][cH:11][cH:12]2)[S:6]1.[S:21](=[O:22])(=[O:23])([OH:24])[OH:25].[cH:26]1[cH:27][cH:28][n:29][cH:30][cH:31]1>>[CH3:1][C:2]1([CH3:16])[CH:3]([C:13](=[O:14])[OH:15])[N:4]([C:18]([CH3:17])=[O:20])[CH:5]([c:7]2[cH:8][cH:9][cH:10][cH:11][cH:12]2)[S:6]1. Starting materials: BrC1=NC(=CC(=C1)S(=O)(=O)C1=CC=C(C=C1)N)N1CCCC1 (4-(2-bromo-6-pyrrolidine-1-yl-pyridine-4-sulfonyl)-phenylamine), FC1=CC=C(C=C1)B(O)O (4-fluorophenylboronic acid). The reagents and catalysts are C1=CC=C(C=C1)P(C2=CC=CC=C2)C3=CC=CC=C3.C1=CC=C(C=C1)P(C2=CC=CC=C2)C3=CC=CC=C3.Cl[Pd]Cl (bis(triphenylphosphine)-palladium(II)-chloride). The solvent is C([O-])([O-])=O.[K+].[K+] (potassium carbonate), C1(=CC=CC=C1)C (toluene). The product is FC1=CC=C(C=C1)C1=NC(=CC(=C1)S(=O)(=O)C1=CC=C(C=C1)N)N1CCCC1 (4-[2-(4-fluoro-phenyl)-6-pyrrolidine-1-yl-pyridine-4-sulfonyl]-phenylamine). Yield: 22.6%. RXN SMILES: Br[C:2]1[CH:7]=[C:6]([S:8]([C:11]2[CH:16]=[CH:15][C:14]([NH2:17])=[CH:13][CH:12]=2)(=[O:10])=[O:9])[CH:5]=[C:4]([N:18]2[CH2:22][CH2:21][CH2:20][CH2:19]2)[N:3]=1.[F:23][C:24]1[CH:29]=[CH:28][C:27](B(O)O)=[CH:26][CH:25]=1>C1(C)C=CC=CC=1.C(=O)([O-])[O-].[K+].[K+].C1C=CC(P(C2C=CC=CC=2)C2C=CC=CC=2)=CC=1.C1C=CC(P(C2C=CC=CC=2)C2C=CC=CC=2)=CC=1.Cl[Pd]Cl>[F:23][C:24]1[CH:29]=[CH:28][C:27]([C:2]2[CH:7]=[C:6]([S:8]([C:11]3[CH:16]=[CH:15][C:14]([NH2:17])=[CH:13][CH:12]=3)(=[O:10])=[O:9])[CH:5]=[C:4]([N:18]3[CH2:22][CH2:21][CH2:20][CH2:19]3)[N:3]=2)=[CH:26][CH:25]=1 |f:3.4.5,6.7.8|. Procedure details: A mixture of 191 mg (0.5 mmole) 4-(2-bromo-6-pyrrolidine-1-yl-pyridine-4-sulfonyl)-phenylamine, 77 mg (0.55 mmole) 4-fluorophenylboronic acid, 18 mg bis(triphenylphosphine)-palladium(II)-chloride is refluxed for 2 hours in 7 ml toluene and 2 ml 2N aqueous potassium carbonate. The solvents are removed in vacuo. Flash chromatography (silicagel, ethyl acetate/hexane 1/1) of the residue yields 45 mg (22%) pure 4-[2-(4-fluoro-phenyl)-6-pyrrolidine-1-yl-pyridine-4-sulfonyl]-phenylamine as a white soli...